From a dataset of the Open Reaction Database (ORD), a public repository of structured organic reaction records. describe an organic reaction: reactants, conditions, products, and yield Reactants: C(C)(C)(C)OC(=O)N1[C@@H](CC(C1)=CCl)C(=O)O ((2S,4EZ)-1-(tert-butoxycarbonyl)-4-(chloromethylene)-2-pyrrolidinecarboxylic acid), C1(=CC=C(C=C1)C(=O)Cl)C1=CC=CC=C1 ([1,1′-biphenyl]-4-carbo-nyl chloride), N1=CC=CC2=CC(=CC=C12)N (6-quinolinamine). The product is C1(=CC=C(C=C1)C(=O)N1[C@@H](CC(C1)=CCl)C(=O)NC=1C=C2C=CC=NC2=CC1)C1=CC=CC=C1 ((2S,4EZ)-1-([1,1′-biphenyl]-4-ylcarbonyl)-4-(chloromethylene)-N-(6-quinolinyl)-2-pyrrolidinecarboxamide). Reaction SMILES: C(O[C:6]([N:8]1[CH2:12][C:11](=[CH:13][Cl:14])[CH2:10][C@H:9]1[C:15]([OH:17])=O)=[O:7])(C)(C)C.[C:18]1([C:27]2[CH:32]=[CH:31][CH:30]=[CH:29][CH:28]=2)[CH:23]=[CH:22][C:21](C(Cl)=O)=[CH:20][CH:19]=1.[N:33]1[C:42]2[C:37](=[CH:38][C:39]([NH2:43])=[CH:40][CH:41]=2)[CH:36]=[CH:35][CH:34]=1>>[C:27]1([C:18]2[CH:19]=[CH:20][CH:21]=[CH:22][CH:23]=2)[CH:28]=[CH:29][C:30]([C:6]([N:8]2[CH2:12][C:11](=[CH:13][Cl:14])[CH2:10][C@H:9]2[C:15]([NH:43][C:39]2[CH:38]=[C:37]3[C:42](=[CH:41][CH:40]=2)[N:33]=[CH:34][CH:35]=[CH:36]3)=[O:17])=[O:7])=[CH:31][CH:32]=1. Procedure details: Following the general method as outlined in Example 22, starting from (2S,4EZ)-1-(tert-butoxycarbonyl)-4-(chloromethylene)-2-pyrrolidinecarboxylic acid, [1,1′-biphenyl]-4-carbo-nyl chloride, and 6-quinolinamine the title compound was obtained in 73% purity by LC/MS. MS(ESI+): m/z=468.4. The reactants are Cl.NC1CCOCC1 (4-aminotetrahydropyran hydrochloride), TEA, Cl.NC1CCOCC1 (4-aminotetrahydropyran hydrochloride), TEA, Cl.NC1CCOCC1 (4-aminotetrahydropyran hydrochloride), TEA, COC1=NC(=NC=C1C1=NC(=C(C=C1)OC1=CC(=NC=C1)C=1C=NN(C1)C)C)SC (4-methoxy-5-(6-methyl-5-((2-(1-methyl-1H-pyrazol-4-yl)pyridin-4-yl)oxy)pyridin-2-yl)-2-(methylthio)pyrimidine), C1=CC(=CC(=C1)Cl)C(=O)OO (mCPBA). Solvent: C(Cl)Cl (DCM). Reaction conditions: time 3 hour. Yields the product COC1=NC(=NC=C1C1=NC(=C(C=C1)OC1=CC(=NC=C1)C=1C=NN(C1)C)C)NC1CCOCC1 (4-methoxy-5-(6-methyl-5-((2-(1-methyl-1H-pyrazol-4-yl)pyridin-4-yl)oxy)pyridin-2-yl)-N-(tetrahydro-2H-pyran-4-yl)pyrimidin-2-amine). The yield is 55.5%. RXN SMILES: [CH3:1][O:2][C:3]1[C:8]([C:9]2[CH:14]=[CH:13][C:12]([O:15][C:16]3[CH:21]=[CH:20][N:19]=[C:18]([C:22]4[CH:23]=[N:24][N:25]([CH3:27])[CH:26]=4)[CH:17]=3)=[C:11]([CH3:28])[N:10]=2)=[CH:7][N:6]=[C:5](SC)[N:4]=1.C1C=C(Cl)C=C(C(OO)=O)C=1.Cl.[NH2:43][CH:44]1[CH2:49][CH2:48][O:47][CH2:46][CH2:45]1>C(Cl)Cl>[CH3:1][O:2][C:3]1[C:8]([C:9]2[CH:14]=[CH:13][C:12]([O:15][C:16]3[CH:21]=[CH:20][N:19]=[C:18]([C:22]4[CH:23]=[N:24][N:25]([CH3:27])[CH:26]=4)[CH:17]=3)=[C:11]([CH3:28])[N:10]=2)=[CH:7][N:6]=[C:5]([NH:43][CH:44]2[CH2:49][CH2:48][O:47][CH2:46][CH2:45]2)[N:4]=1 |f:2.3|. Procedure details: A solution of Example C2 (0.200 g, 0.476 mmol) in DCM (5 mL) was treated with mCPBA (0.141 g, 0.571 mmol), stirred at RT for 3 h, treated with 4-aminotetrahydropyran hydrochloride (0.524 g, 3.81 mmol) and TEA (0.530 mL, 3.81 mmol) and stirred at RT overnight. Additional 4-aminotetrahydropyran hydrochloride (0.524 g, 3.81 mmol) and TEA (0.530 mL, 3.81 mmol) were added and the mixture stirred at RT for an additional 24 h. The mixture was concentrated to dryness, transferred to a sealed vessel with... Reactants: C(C)N(C(=O)C1=CC=C(C=C1)C(C=1C=C(C(=O)OC)C=CC1)N1CCN(CC1)CC1=CC=CC=C1)CC (3-[[4-[(diethylamino)carbonyl]phenyl][4(phenylmethyl)-1-piperazinyl]methyl]-benzoic acid, methyl ester), [OH-].[Li+] (lithium hydroxide). The solvent is CO (methanol), O (water). The product is C(C)N(C(=O)C1=CC=C(C=C1)C(C=1C=C(C(=O)O)C=CC1)N1CCN(CC1)CC1=CC=CC=C1)CC (3-[[4-[(diethylamino)carbonyl]phenyl][4-(phenylmethyl)-1-piperazinyl]methyl]-benzoic acid). As a reaction SMILES: [CH2:1]([N:3]([CH2:36][CH3:37])[C:4]([C:6]1[CH:11]=[CH:10][C:9]([CH:12]([N:23]2[CH2:28][CH2:27][N:26]([CH2:29][C:30]3[CH:35]=[CH:34][CH:33]=[CH:32][CH:31]=3)[CH2:25][CH2:24]2)[C:13]2[CH:14]=[C:15]([CH:20]=[CH:21][CH:22]=2)[C:16]([O:18]C)=[O:17])=[CH:8][CH:7]=1)=[O:5])[CH3:2].[OH-].[Li+]>CO.O>[CH2:36]([N:3]([CH2:1][CH3:2])[C:4]([C:6]1[CH:7]=[CH:8][C:9]([CH:12]([N:23]2[CH2:24][CH2:25][N:26]([CH2:29][C:30]3[CH:31]=[CH:32][CH:33]=[CH:34][CH:35]=3)[CH2:27][CH2:28]2)[C:13]2[CH:14]=[C:15]([CH:20]=[CH:21][CH:22]=2)[C:16]([OH:18])=[O:17])=[CH:10][CH:11]=1)=[O:5])[CH3:37] |f:1.2|. Procedure: To a solution of INTERMEDIATE 8 (1.66 g, 3.3 mmol) in methanol (15 mL) and water (5 mL) was added lithium hydroxide (0.69 g, 16.5 mmol). After 5 hours at room temperature the methanol was removed and INTERMEDIATE 9 was precipitated from the aqueous solution by the addition of 2M hydrochloric acid. Reactants: ICCCOC (1-iodo-3-methoxy-propane), O (Water), [OH-].[Na+] (NaOH), IC1=NC(=CC(=C1OC)O)I (2,6-diiodo-3-methoxy-pyridin-4-ol). The solvent is C(C)(=O)OCC (ethyl acetate), CN(C=O)C (N,N-dimethyl formamide). Run at temperature 0 celsius, time 30 minute. Product: IC1=NC(=CC(=C1OC)OCCCOC)I (2,6-Diiodo-3-methoxy-4-(3-methoxy-propoxy)-pyridine), SiO2. Reaction SMILES: [OH-].[Na+].[I:3][C:4]1[C:9]([O:10][CH3:11])=[C:8]([OH:12])[CH:7]=[C:6]([I:13])[N:5]=1.I[CH2:15][CH2:16][CH2:17][O:18][CH3:19].O>CN(C)C=O.C(OCC)(=O)C>[I:3][C:4]1[C:9]([O:10][CH3:11])=[C:8]([O:12][CH2:15][CH2:16][CH2:17][O:18][CH3:19])[CH:7]=[C:6]([I:13])[N:5]=1 |f:0.1|. Reported procedure: To a stirred solution of 60 mmol NaOH in 50 ml N,N-dimethyl formamide is progressively added 50 mmol 2,6-diiodo-3-methoxy-pyridin-4-ol [437709-87-0]. The reaction mixture is stirred for 30 minutes and then cooled to 0° C. 60 mmol 1-iodo-3-methoxy-propane [61542-10-7] are added and the mixture is stirred for 15 minutes at room temperature. Water and ethyl acetate are added to the mixture, the layers are separated and the aqueous layer is extracted with ethyl acetate (3×). The combined organic lay... Procedure: A solution of 0.30 g (0.60 mmol) of) 2-{4-[(E)-3-(3,4-dichloro-phenyl)-acryloyl]-7-oxo-[1,4]diazepan-1-yl}-succinic acid 4-tert-butyl ester 1-methyl ester in 1.2 ml of dioxane was cooled down to ˜6° C. and 1.50 ml (6.01 mmol) of hydrochloric acid 4M in dioxane, then 1 drop of water were added and stirring was continued overnight at RT. The solution was evaporated, dissolved in acetonitrile and evaporated (2×) to give the titled compound in quant. yield as yellow oil. MS: 441.2 (M−H−, 2Cl). Reaction SMILES: [CH3:1][O:2][C:3](=[O:33])[CH:4]([N:13]1[C:19](=[O:20])[CH2:18][CH2:17][N:16]([C:21](=[O:32])/[CH:22]=[CH:23]/[C:24]2[CH:29]=[CH:28][C:27]([Cl:30])=[C:26]([Cl:31])[CH:25]=2)[CH2:15][CH2:14]1)[CH2:5][C:6]([O:8]C(C)(C)C)=[O:7].Cl>O1CCOCC1.O>[CH3:1][O:2][C:3](=[O:33])[CH:4]([N:13]1[C:19](=[O:20])[CH2:18][CH2:17][N:16]([C:21](=[O:32])/[CH:22]=[CH:23]/[C:24]2[CH:29]=[CH:28][C:27]([Cl:30])=[C:26]([Cl:31])[CH:25]=2)[CH2:15][CH2:14]1)[CH2:5][C:6]([OH:8])=[O:7]. Reagents/catalysts: O (water). Solvent: O1CCOCC1 (dioxane), O1CCOCC1 (dioxane). Run at time 8 hour. Reactants: COC(C(CC(=O)OC(C)(C)C)N1CCN(CCC1=O)C(\C=C\C1=CC(=C(C=C1)Cl)Cl)=O)=O (2-{4-[(E)-3-(3,4-dichloro-phenyl)-acryloyl]-7-oxo-[1,4]diazepan-1-yl}-succinic acid 4-tert-butyl ester 1-methyl ester), Cl (hydrochloric acid). Yields the product COC(C(CC(=O)O)N1CCN(CCC1=O)C(\C=C\C1=CC(=C(C=C1)Cl)Cl)=O)=O (2-{4-[(E)-3-(3,4-Dichloro-phenyl)-acryloyl]-7-oxo-[1,4]diazepan-1-yl}-succinic acid 1-methyl ester). Reactants: CO.C(Cl)(Cl)Cl (MeOH CHCl3), O1C(COC2=CC=C3C(C=C(OC3=C2)C2=CC=CC=C2)=O)C1 (7-(2,3-Epoxypropoxy)flavone), solution, N (ammonia). The product is Cl.NCC(COC1=CC=C2C(C=C(OC2=C1)C1=CC=CC=C1)=O)O (7-(3-amino-2-hydroxypropoxy) flavone hydrochloride). RXN SMILES: [O:1]1[CH2:22][CH:2]1[CH2:3][O:4][C:5]1[CH:14]=[C:13]2[C:8]([C:9](=[O:21])[CH:10]=[C:11]([C:15]3[CH:20]=[CH:19][CH:18]=[CH:17][CH:16]=3)[O:12]2)=[CH:7][CH:6]=1.[NH3:23].CO.C(Cl)(Cl)[Cl:27]>>[ClH:27].[NH2:23][CH2:22][CH:2]([OH:1])[CH2:3][O:4][C:5]1[CH:14]=[C:13]2[C:8]([C:9](=[O:21])[CH:10]=[C:11]([C:15]3[CH:20]=[CH:19][CH:18]=[CH:17][CH:16]=3)[O:12]2)=[CH:7][CH:6]=1 |f:2.3,4.5|. Procedure details: 7-(2,3-Epoxypropoxy)flavone (13.3 g, 0.045 mol) in a presurre bottle was treated with a methanolic solution (90 ml) containing 1.87 g of ammonia (0.11 mol). The bottle was sealed and the suspension was heated at 50° for 12 hrs. A tlc (15% MeOH/CHCl3) indicated that the starting material was gone, and the reaction mixture was cooled and filtered. The solid (5.32 g) thus obtained was shown by tlc to be a byproduct, m.p. 209°-12°. The filtrate, upon evaporation, afforded 7.0 g of a yellow solid, m.... Reactants: CC1(CCSC2=CC=C(C=C12)C(C=O)CCCCC)C ((RS)-2-(4,4-dimethyl-thiochroman-6-yl)-heptanal), C(C)OP(=O)(OCC)CC1=CC=C(C(=O)OC)C=C1 (methyl 4-(diethoxyphosphorylmethyl)-benzoate), solution, C[Si](C)(C)[N-][Si](C)(C)C.[Li+] (lithium bis(trimethylsilyl)amide). The solvent is C1CCOC1 (THF), C1CCOC1 (THF), CCCCCC (hexane). Run at time 15 minute. Yields the product CC1(CCSC2=CC=C(C=C12)C(/C=C/C1=CC=C(C(=O)OC)C=C1)CCCCC)C ((RS)-(E)-methyl 4-[3-(4,4-dimethyl-thiochroman-6-yl)-oct-1-enyl]-benzoate). The yield is 39.3%. As a reaction SMILES: C(OP([CH2:9][C:10]1[CH:19]=[CH:18][C:13]([C:14]([O:16][CH3:17])=[O:15])=[CH:12][CH:11]=1)(OCC)=O)C.C[Si]([N-][Si](C)(C)C)(C)C.[Li+].[CH3:30][C:31]1([CH3:49])[C:40]2[C:35](=[CH:36][CH:37]=[C:38]([CH:41]([CH2:44][CH2:45][CH2:46][CH2:47][CH3:48])[CH:42]=O)[CH:39]=2)[S:34][CH2:33][CH2:32]1>C1COCC1.CCCCCC>[CH3:49][C:31]1([CH3:30])[C:40]2[C:35](=[CH:36][CH:37]=[C:38]([CH:41]([CH2:44][CH2:45][CH2:46][CH2:47][CH3:48])/[CH:42]=[CH:9]/[C:10]3[CH:11]=[CH:12][C:13]([C:14]([O:16][CH3:17])=[O:15])=[CH:18][CH:19]=3)[CH:39]=2)[S:34][CH2:33][CH2:32]1 |f:1.2|. Procedure: 0.51 g of methyl 4-(diethoxyphosphorylmethyl)-benzoate were dissolved in 7.5 ml THF and treated, at −20° C., with 1.8 ml of a 1M solution of lithium bis(trimethylsilyl)amide in hexane. After 15 min. at −20° C., a solution of 350 mg of (RS)-2-(4,4-dimethyl-thiochroman-6-yl)-heptanal in 7.5 ml THF was added. The reaction mixture was stirred at room temperature for 1.5 hour. The mixture quenched by the addition of 10 ml of water and the resulting mixture was partitioned in 25 ml ethyl acetate/15 ml...